Dataset: the Open Reaction Database (ORD), a public repository of structured organic reaction records. Task: describe an organic reaction: reactants, conditions, products, and yield Reactants: C(#N)C1=C(C=C(C=C1)C(C=1C(=NN(C1C(C)C)C=1C(=NC(=NC1)N(C)C)OC)C(=O)OCC)O)F (ethyl 4-((4-cyano-3-fluorophenyl)(hydroxy)methyl)-1-(2-(dimethylamino)-4-methoxypyrimidin-5-yl)-5-isopropyl-1H-pyrazole-3-carboxylate), product, C(#N)C1=C(C=C(C=C1)C(C=1C(=NN(C1C(C)C)C=1C(=NC(=NC1)N(C)C)OC)C(=O)OCC)O)F (ethyl 4-((4-cyano-3-fluorophenyl)(hydroxy)methyl)-1-(2-(dimethylamino)-4-methoxypyrimidin-5-yl)-5-isopropyl-1H-pyrazole-3-carboxylate), NC=1C=C(C(N(C1)CC1=CC=C(C=C1)OC)=O)Cl (5-amino-3-chloro-1-(4-methoxy-benzyl)-1H-pyridin-2-one). Product: ClC1=CC(=CN(C1=O)CC1=CC=C(C=C1)OC)NC(C=1C(=NN(C1C(C)C)C=1C(=NC(=NC1)N(C)C)OC)C(=O)OCC)C1=CC(=C(C=C1)C#N)F (Ethyl 4-((5-chloro-1-(4-methoxybenzyl)-6-oxo-1,6-dihydropyridin-3-ylamino)(4-cyano-3-fluorophenyl)methyl)-1-(2-(dimethylamino)-4-methoxypyrimidin-5-yl)-5-isopropyl-1H-pyrazole-3-carboxylate). As a reaction SMILES: [C:1]([C:3]1[CH:8]=[CH:7][C:6]([CH:9](O)[C:10]2[C:11]([C:29]([O:31][CH2:32][CH3:33])=[O:30])=[N:12][N:13]([C:18]3[C:19]([O:27][CH3:28])=[N:20][C:21]([N:24]([CH3:26])[CH3:25])=[N:22][CH:23]=3)[C:14]=2[CH:15]([CH3:17])[CH3:16])=[CH:5][C:4]=1[F:35])#[N:2].[NH2:36][C:37]1[CH:38]=[C:39]([Cl:53])[C:40](=[O:52])[N:41]([CH2:43][C:44]2[CH:49]=[CH:48][C:47]([O:50][CH3:51])=[CH:46][CH:45]=2)[CH:42]=1>>[Cl:53][C:39]1[C:40](=[O:52])[N:41]([CH2:43][C:44]2[CH:49]=[CH:48][C:47]([O:50][CH3:51])=[CH:46][CH:45]=2)[CH:42]=[C:37]([NH:36][CH:9]([C:6]2[CH:7]=[CH:8][C:3]([C:1]#[N:2])=[C:4]([F:35])[CH:5]=2)[C:10]2[C:11]([C:29]([O:31][CH2:32][CH3:33])=[O:30])=[N:12][N:13]([C:18]3[C:19]([O:27][CH3:28])=[N:20][C:21]([N:24]([CH3:26])[CH3:25])=[N:22][CH:23]=3)[C:14]=2[CH:15]([CH3:17])[CH3:16])[CH:38]=1. Procedure: The title compound was prepared in analogy to the procedure described in step 184.2 but using ethyl 4-((4-cyano-3-fluorophenyl)(hydroxy)methyl)-1-(2-(dimethylamino)-4-methoxypyrimidin-5-yl)-5-isopropyl-1H-pyrazole-3-carboxylate (intermediate 191.3) and 5-amino-3-chloro-1-(4-methoxy-benzyl)-1H-pyridin-2-one (product from step 155.4). After the extraction, the crude product was purified by chromatography (Silicagel, Hexane/EtOAc 50:50 to 20:80). Pure fractions were collected and evaporated to dryn... The reactants are COc1c(C)cccc1C, O=[N+]([O-])O. Yields the product COc1c(C)cc([N+](=O)[O-])cc1C. As a reaction SMILES: [CH3:1][c:2]1[c:3]([O:9][CH3:10])[c:4]([CH3:8])[cH:5][cH:6][cH:7]1.[OH:11][N+:12]([O-:13])=[O:14]>>[CH3:1][c:2]1[c:3]([O:9][CH3:10])[c:4]([CH3:8])[cH:5][c:6]([N+:12](=[O:11])[O-:13])[cH:7]1. Starting materials: NC=1N(C(=CC1C(=O)C1=C(C=CC=C1)O)C=1C=NC=CC1)C1=CC=C(C=C1)F ([2-amino-1-(4-fluorophenyl)-5-pyridin-3-yl-1H-pyrrol-3-yl](hydroxyphenyl)methanone), CC1=CC=C(C=C1)S(=O)(=O)OC[C@@H]2COC(O2)(C)C (L-α,β-isopropylideneglycerol-γ-tosylate), C([O-])([O-])=O.[K+].[K+] (potassium carbonate). The solvent is CN(C)C=O (DMF), [Cl-].[Na+].O (brine). Reaction conditions: time 16 hour. Product: NC=1N(C(=CC1C(=O)C1=CC(=CC=C1)OC[C@@H]1OC(OC1)(C)C)C=1C=NC=CC1)C1=CC=C(C=C1)F ([2-amino-1-(4-fluorophenyl)-5-pyridin-3-yl-1H-pyrrol-3-yl]-[3-(2,2-dimethyl-[1,3 ]dioxolan-4(S)-ylmethoxy)-phenyl]-methanone). Isolated yield 89.7%. As a reaction SMILES: [NH2:1][C:2]1[N:3]([C:22]2[CH:27]=[CH:26][C:25]([F:28])=[CH:24][CH:23]=2)[C:4]([C:16]2[CH:17]=[N:18][CH:19]=[CH:20][CH:21]=2)=[CH:5][C:6]=1[C:7]([C:9]1[CH:14]=[CH:13][CH:12]=[CH:11][C:10]=1O)=[O:8].CC1C=CC(S([O:39][CH2:40][C@H:41]2[O:45][C:44]([CH3:47])([CH3:46])[O:43][CH2:42]2)(=O)=O)=CC=1.C(=O)([O-])[O-].[K+].[K+]>CN(C=O)C.[Cl-].[Na+].O>[NH2:1][C:2]1[N:3]([C:22]2[CH:23]=[CH:24][C:25]([F:28])=[CH:26][CH:27]=2)[C:4]([C:16]2[CH:17]=[N:18][CH:19]=[CH:20][CH:21]=2)=[CH:5][C:6]=1[C:7]([C:9]1[CH:10]=[CH:11][CH:12]=[C:13]([O:39][CH2:40][C@H:41]2[CH2:42][O:43][C:44]([CH3:46])([CH3:47])[O:45]2)[CH:14]=1)=[O:8] |f:2.3.4,6.7.8|. Procedure: A mixture of 0.6 g (1.6 mmol) of [2-amino-1-(4-fluorophenyl)-5-pyridin-3-yl-1H-pyrrol-3-yl](hydroxyphenyl)methanone, 1.06 g (3.7 mmol) of L-α,β-isopropylideneglycerol-γ-tosylate and 1.2 g (8.7 mmol) of potassium carbonate in 10 mL of DMF was heated at 80°. After 16 h, the reaction mixture was cooled to room temperature, poured into brine and extracted with ethyl acetate. The extracts were dried over sodium sulfate, concentrated under reduced pressure and purified by flash chromatography (gradien... The reactants are O=C1CCCCO1, Cc1ccc(C(C)C)cc1, Fc1ccc2[nH]ccc2c1, [K+], [OH-]. Yields the product O=C(O)CCCCc1c[nH]c2ccc(F)cc12. RXN SMILES: [C:11]1(=[O:17])[CH2:12][CH2:13][CH2:14][CH2:15][O:16]1.[CH3:20][CH:21]([c:22]1[cH:23][cH:24][c:25]([CH3:26])[cH:27][cH:28]1)[CH3:29].[F:1][c:2]1[cH:3][c:4]2[cH:5][cH:6][nH:7][c:8]2[cH:9][cH:10]1.[K+:19].[OH-:18]>>[F:1][c:2]1[cH:3][c:4]2[c:5]([CH2:15][CH2:14][CH2:13][CH2:12][C:11](=[O:16])[OH:17])[cH:6][nH:7][c:8]2[cH:9][cH:10]1. The reactants are O[Li].O (LiOH hydrate), ClC1=NC=C(C(=N1)N[C@@H]1C[C@@H](CCC1)C(=O)OCC)F ((1R,3S)-ethyl 3-(2-chloro-5-fluoropyrimidin-4-ylamino)cyclohexane-carboxylate), Cl (HCl), CCOC(=O)C (EtOAc). Run in O (water), C1CCOC1 (THF). Run at temperature 50 celsius, time 8 hour. Product: ClC1=NC=C(C(=N1)N[C@@H]1C[C@@H](CCC1)C(=O)O)F ((1R,3S)-3-(2-chloro-5-fluoropyrimidin-4-ylamino)cyclohexanecarboxylic acid). RXN SMILES: [Cl:1][C:2]1[N:7]=[C:6]([NH:8][C@H:9]2[CH2:14][CH2:13][CH2:12][C@@H:11]([C:15]([O:17]CC)=[O:16])[CH2:10]2)[C:5]([F:20])=[CH:4][N:3]=1.O[Li].O.Cl.CCOC(C)=O>C1COCC1.O>[Cl:1][C:2]1[N:7]=[C:6]([NH:8][C@H:9]2[CH2:14][CH2:13][CH2:12][C@@H:11]([C:15]([OH:17])=[O:16])[CH2:10]2)[C:5]([F:20])=[CH:4][N:3]=1 |f:1.2|. Procedure details: To a solution of (1R,3S)-ethyl 3-(2-chloro-5-fluoropyrimidin-4-ylamino)cyclohexane-carboxylate, 19, (20.0 g, 66.3 mmol) in THF (150 mL) was added added a solution of LiOH hydrate (8.3 g, 198.8 mmol) in 100 ml water. The reaction mixture was stirred at 50° C. overnight, To the reaction mixture was added HCl (16.6 mL of 12 M solution, 198.8 mmol) and EtOAc. The organic phase was washed with brine and dried over MgSO4 and the solvent was removed under reduced pressure to afford 17.5 g of product th...